Dataset: the Open Reaction Database (ORD), a public repository of structured organic reaction records. Task: describe an organic reaction: reactants, conditions, products, and yield Reaction conditions: time 8 hour. Reported procedure: 3-(Aminosulfonyl)benzoic acid (2.18 g) was stirred with ice-water cooling and under nitrogen while borane-THF complex (32.5 ml) was added dropwise over 15 min. After 2 h at 22° further borane-THF complex (16 ml) was added. After a further 2 h the mixture was cooled with ice-water and methanol (40 ml) was added dropwise. After 15 min 2M hydrochloric acid (90 ml) was added and the mixture was left to stand at 21° overnight. The solution was extracted 3 times with ethyl acetate and the organic laye... The yield is 78.6%. Reactants: Cl (hydrochloric acid), NS(=O)(=O)C=1C=C(C(=O)O)C=CC1 (3-(Aminosulfonyl)benzoic acid), ice water, ice water. Reaction SMILES: [NH2:1][S:2]([C:5]1[CH:6]=[C:7]([CH:11]=[CH:12][CH:13]=1)[C:8](O)=[O:9])(=[O:4])=[O:3].Cl>CO>[OH:9][CH2:8][C:7]1[CH:6]=[C:5]([S:2]([NH2:1])(=[O:3])=[O:4])[CH:13]=[CH:12][CH:11]=1. The product is OCC=1C=C(C=CC1)S(=O)(=O)N (3-Hydroxymethylbenzenesulfonamide). The solvent is CO (methanol).